This data is from the Open Reaction Database (ORD), a public repository of structured organic reaction records. The task is: describe an organic reaction: reactants, conditions, products, and yield Reactants: BrC1=NN(C(=C1[N+](=O)[O-])Br)C(C(C)O)O (1-(3,5-dibromo-4-nitropyrazol-1-yl)-propane-1,2-diol), C(C1=CC=CC=C1)N (benzylamine), C(C)(C)OC(C)C (diisopropyl ether). The solvent is CCO (EtOH). Yields the product C(C1=CC=CC=C1)NC1=C(C(=NN1CC(CO)O)Br)[N+](=O)[O-] (3-(5-benzylamino-3-bromo-4-nitropyrazol-1-yl)propane-1,2-diol). The yield is 42.0%. RXN SMILES: [Br:1][C:2]1[C:6]([N+:7]([O-:9])=[O:8])=[C:5](Br)[N:4]([CH:11](O)[CH:12]([OH:14])[CH3:13])[N:3]=1.[CH2:16]([NH2:23])[C:17]1[CH:22]=[CH:21][CH:20]=[CH:19][CH:18]=1.C([O:27]C(C)C)(C)C>CCO>[CH2:16]([NH:23][C:5]1[N:4]([CH2:11][CH:12]([OH:14])[CH2:13][OH:27])[N:3]=[C:2]([Br:1])[C:6]=1[N+:7]([O-:9])=[O:8])[C:17]1[CH:22]=[CH:21][CH:20]=[CH:19][CH:18]=1. Procedure details: A mixture of 1-(3,5-dibromo-4-nitropyrazol-1-yl)-propane-1,2-diol (3-4) (31 g, 898 mmol), EtOH (420 ml) and benzylamine (138 g, 1.26 mol) was refluxed for 1.5 hours. The reaction medium was concentrated to the maximum under reduced pressure. 100 ml of DCM were added to the residue. The organic phase was washed with dilute acid (5×50 ml). The organic phase was dried over Na2SO4 and the solvent was evaporated off under reduced pressure. The brown oil obtained was treated with diisopropyl ether at ... The reactants are O (water), C(=O)=O (carbon dioxide), C=CC=C (butadiene), C(C)(C)(C)O (t-butanol). Product: C(=CC=CCCCC)O (octadienol). Yield: 70.0%. As a reaction SMILES: O.[C:2](=[O:4])=O.[CH2:5]=[CH:6][CH:7]=[CH2:8].[C:9](O)(C)([CH3:11])[CH3:10]>>[CH:2]([OH:4])=[CH:5][CH:6]=[CH:7][CH2:8][CH2:10][CH2:9][CH3:11]. Procedure details: For example, when a mixture of carbon dioxide, water, butadiene, dioxane solvent and palladium catalyst is reacted under certain conditions, a 50-60 percent yield of octadienol is realized compared to the 10 percent yield of octadienol that is obtained in the absence of carbon dioxide. In t-butanol solvent, a mixture of water, carbon dioxide, butadiene, solvent and catalyst yields at least 70 percent octadienol compared to a 10 percent yield in the absence of carbon dioxide. The total reaction i... Reactants: NC1=NC(=CC=C1)Br (2-amino-6-bromopyridine), C1(=CC=CC=C1)C#C (1-phenylacetylene). Reagents/catalysts: [Pd](Cl)Cl.C1(=CC=CC=C1)P(C1=CC=CC=C1)C1=CC=CC=C1.C1(=CC=CC=C1)P(C1=CC=CC=C1)C1=CC=CC=C1 (bis(triphenylphosphine) palladium (II) chloride), [Cu]I (CuI). Solvent: C(C)N(CC)CC (triethylamine). Product: NC1=NC(=CC=C1)C#CC1=CC=CC=C1 (2-Amino-6-(1 -phenylethyn-2-yl)pyridine). RXN SMILES: [NH2:1][C:2]1[CH:7]=[CH:6][CH:5]=[C:4](Br)[N:3]=1.[C:9]1([C:15]#[CH:16])[CH:14]=[CH:13][CH:12]=[CH:11][CH:10]=1>C(N(CC)CC)C.[Pd](Cl)Cl.C1(P(C2C=CC=CC=2)C2C=CC=CC=2)C=CC=CC=1.C1(P(C2C=CC=CC=2)C2C=CC=CC=2)C=CC=CC=1.[Cu]I>[NH2:1][C:2]1[CH:7]=[CH:6][CH:5]=[C:4]([C:16]#[C:15][C:9]2[CH:14]=[CH:13][CH:12]=[CH:11][CH:10]=2)[N:3]=1 |f:3.4.5|. Reported procedure: A solution of 2-amino-6-bromopyridine (200 mg, 1.16 mmol), 1-phenylacetylene (142 mg, 1.39 mmol), bis(triphenylphosphine) palladium (II) chloride (14 mg, 0.02 mmol), and CuI (2 mg, 0.01 mmol) in 2 mL triethylamine was stirred at 60° C. in a sealed tube for 18 hours. The reaction was cooled and concentrated in vacuo to a dark oil. The oil was purified by gravity column chromatography over silica gel with 2% methanol/chloroform to give the desired product as a brown oil. 400 Mhz H1NMR (CDCl3): 4.5... Reactants: COCC(=O)NC1=NC=CC(=C1)OC1=CC=C(C=C1)[N+](=O)[O-] (2-methoxy-N-(4-(4-nitrophenoxy)pyridin-2-yl)acetamide), [H][H] (hydrogen). The reagents and catalysts are CC(=O)O (AcOH), [Pt] (Pt/C). The solvent is CO.C(Cl)Cl (MeOH DCM). Yields the product NC1=CC=C(OC2=CC(=NC=C2)NC(COC)=O)C=C1 (N-(4-(4-Aminophenoxy)pyridin-2-yl)-2-methoxyacetamide). RXN SMILES: [CH3:1][O:2][CH2:3][C:4]([NH:6][C:7]1[CH:12]=[C:11]([O:13][C:14]2[CH:19]=[CH:18][C:17]([N+:20]([O-])=O)=[CH:16][CH:15]=2)[CH:10]=[CH:9][N:8]=1)=[O:5].[H][H]>CO.C(Cl)Cl.CC(O)=O.[Pt]>[NH2:20][C:17]1[CH:16]=[CH:15][C:14]([O:13][C:11]2[CH:10]=[CH:9][N:8]=[C:7]([NH:6][C:4](=[O:5])[CH2:3][O:2][CH3:1])[CH:12]=2)=[CH:19][CH:18]=1 |f:2.3|. Procedure: A solution of 2-methoxy-N-(4-(4-nitrophenoxy)pyridin-2-yl)acetamide (730 mg, 2.41 mmol) in MeOH/DCM (1:1 v/v, 80 mL) containing AcOH (5 drops) was subjected to hydrogenation by passage through a Thales H-cube (1.0 mL min−1, RT, 70 mm 10% Pt/C Cat-Cart, full hydrogen mode) and was then evaporated in vacuo. The residue was partitioned between DCM (20 mL) and saturated aqueous NaHCO3 solution (10 mL). The organic layer was washed with brine (20 mL) and was dried (MgSO4) and evaporated in vacuo to a...